The task is: describe an organic reaction: reactants, conditions, products, and yield. This data is from the Open Reaction Database (ORD), a public repository of structured organic reaction records. Reactants: N1CCNCC1 (piperazine), C(C)OC1=CC=C(C=C1)[C@H]1C[C@H](N(C[C@@H]1OCC=1C=CC2=C(N(CCO2)CCCOC)C1)S(=O)(=O)C1=CC=C(C=C1)C)CC(C(=O)O)(C)C (3-[(2S,4R,5R)-4-(4-ethoxy-phenyl)-5-[4-(3-methoxy-propyl)-3,4-dihydro-2H-benzo[1,4]oxazin-6-ylmethoxy]-1-(toluene-4-sulfonyl)-piperidin-2-yl]-2,2-dimethyl-propionic acid). Product: COC1=CC=C(C=C1)[C@H]1C[C@H](N(C[C@@H]1OCC=1C=CC2=C(N(CCO2)CCCOC)C1)S(=O)(=O)C1=CC=C(C=C1)C)CC(C(=O)N1CCNCC1)(C)C (3-[(2S,4R,5R)-4-(4-methoxy-phenyl)-5-[4-(3-methoxy-propyl)-3,4-dihydro-2H-benzo[1,4]oxazin-6-ylmethoxy]-1-(toluene-4-sulfonyl)-piperidin-2-yl]-2,2-dimethyl-1-piperazin-1-yl-propan-1-one). RXN SMILES: [NH:1]1[CH2:6][CH2:5][NH:4][CH2:3][CH2:2]1.[CH2:7]([O:9][C:10]1[CH:15]=[CH:14][C:13]([C@@H:16]2[C@@H:21]([O:22][CH2:23][C:24]3[CH:25]=[CH:26][C:27]4[O:32][CH2:31][CH2:30][N:29]([CH2:33][CH2:34][CH2:35][O:36][CH3:37])[C:28]=4[CH:38]=3)[CH2:20][N:19]([S:39]([C:42]3[CH:47]=[CH:46][C:45]([CH3:48])=[CH:44][CH:43]=3)(=[O:41])=[O:40])[C@H:18]([CH2:49][C:50]([CH3:55])([CH3:54])[C:51](O)=[O:52])[CH2:17]2)=[CH:12][CH:11]=1)C>>[CH3:7][O:9][C:10]1[CH:15]=[CH:14][C:13]([C@@H:16]2[C@@H:21]([O:22][CH2:23][C:24]3[CH:25]=[CH:26][C:27]4[O:32][CH2:31][CH2:30][N:29]([CH2:33][CH2:34][CH2:35][O:36][CH3:37])[C:28]=4[CH:38]=3)[CH2:20][N:19]([S:39]([C:42]3[CH:47]=[CH:46][C:45]([CH3:48])=[CH:44][CH:43]=3)(=[O:41])=[O:40])[C@H:18]([CH2:49][C:50]([CH3:55])([CH3:54])[C:51]([N:1]3[CH2:6][CH2:5][NH:4][CH2:3][CH2:2]3)=[O:52])[CH2:17]2)=[CH:12][CH:11]=1. Reported procedure: Similar to example 102, piperazine is reacted with 3-[(2S,4R,5R)-4-(4-ethoxy-phenyl)-5-[4-(3-methoxy-propyl)-3,4-dihydro-2H-benzo[1,4]oxazin-6-ylmethoxy]-1-(toluene-4-sulfonyl)-piperidin-2-yl]-2,2-dimethyl-propionic acid (from example 65b) to afford 3-[(2S,4R,5R)-4-(4-methoxy-phenyl)-5-[4-(3-methoxy-propyl)-3,4-dihydro-2H-benzo[1,4]oxazin-6-ylmethoxy]-1-(toluene-4-sulfonyl)-piperidin-2-yl]-2,2-dimethyl-1-piperazin-1-yl-propan-1-one which is subsequently deprotected according to general procedure... The reactants are C(C)(=O)OCC (ethyl acetate), ClC1=C(C(C(C(F)(F)F)=O)Br)C=CC=C1 (2-chloro-α-trifluoroacetylbenzyl bromide), Cl.S1C=CC=2CNCCC21 (4,5,6,7-tetrahydrothieno[3,2-c]pyridine hydrochloride), C([O-])([O-])=O.[Na+].[Na+] (sodium carbonate). The solvent is C(Cl)Cl (methylene chloride), C(Cl)Cl (methylene chloride). Yields the product ClC1=C(C(C(C(F)(F)F)=O)N2CC3=C(CC2)SC=C3)C=CC=C1 (5-(2-Chloro-α-trifluoroacetylbenzyl)-4,5,6,7-tetrahydrothieno[3,2-c]pyridine). Isolated yield 39.2%. Reaction SMILES: Cl.[S:2]1[C:10]2[CH2:9][CH2:8][NH:7][CH2:6][C:5]=2[CH:4]=[CH:3]1.C(=O)([O-])[O-].[Na+].[Na+].[Cl:17][C:18]1[CH:31]=[CH:30][CH:29]=[CH:28][C:19]=1[CH:20](Br)[C:21](=[O:26])[C:22]([F:25])([F:24])[F:23].C(OCC)(=O)C>C(Cl)Cl>[Cl:17][C:18]1[CH:31]=[CH:30][CH:29]=[CH:28][C:19]=1[CH:20]([N:7]1[CH2:8][CH2:9][C:10]2[S:2][CH:3]=[CH:4][C:5]=2[CH2:6]1)[C:21](=[O:26])[C:22]([F:24])([F:25])[F:23] |f:0.1,2.3.4|. Reported procedure: 10 ml of methylene chloride were added to 0.39 g (2.6 mmole) of 4,5,6,7-tetrahydrothieno[3,2-c]pyridine hydrochloride and 0.28 g (2.6 mmole) of sodium carbonate, and then a solution of 0.67 g (2.2 mmole) of 2-chloro-α-trifluoroacetylbenzyl bromide in 10 ml of methylene chloride was slowly added to the resulting mixture, whilst stirring at room temperature. The mixture was then stirred at room temperature for 3 hours. At the end of this time, 200 ml of ethyl acetate were added to the reaction mix... Starting materials: CCN=C=NCCCN(C)C, CN(C)C=O, NC1CC1, Cl, CC(Oc1ccc(-c2ccc(CC(=O)O)cc2)cc1)C(O)CCc1cccnc1, On1nnc2ccccc21. The product is CC(Oc1ccc(-c2ccc(CC(=O)NC3CC3)cc2)cc1)C(O)CCc1cccnc1. RXN SMILES: [CH3:35][N:36]([CH3:37])[CH2:38][CH2:39][CH2:40][N:41]=[C:42]=[N:43][CH2:44][CH3:45].[CH3:56][N:57]([CH3:58])[CH:59]=[O:60].[CH:30]1([NH2:33])[CH2:31][CH2:32]1.[ClH:34].[OH:1][CH:2]([CH:3]([O:4][c:5]1[cH:6][cH:7][c:8](-[c:11]2[cH:12][cH:13][c:14]([CH2:17][C:18](=[O:19])[OH:20])[cH:15][cH:16]2)[cH:9][cH:10]1)[CH3:21])[CH2:22][CH2:23][c:24]1[cH:25][n:26][cH:27][cH:28][cH:29]1.[OH:46][n:47]1[c:48]2[cH:49][cH:50][cH:51][cH:52][c:53]2[n:54][n:55]1>>[OH:1][CH:2]([CH:3]([O:4][c:5]1[cH:6][cH:7][c:8](-[c:11]2[cH:12][cH:13][c:14]([CH2:17][C:18](=[O:19])[NH:33][CH:30]3[CH2:31][CH2:32]3)[cH:15][cH:16]2)[cH:9][cH:10]1)[CH3:21])[CH2:22][CH2:23][c:24]1[cH:25][n:26][cH:27][cH:28][cH:29]1.